From a dataset of the Open Reaction Database (ORD), a public repository of structured organic reaction records. describe an organic reaction: reactants, conditions, products, and yield The reactants are O=C([O-])[O-], CCOC(=O)c1ccc(N)cc1, O=C(Nc1cc(Cl)ncn1)c1c(Cl)cccc1Cl, [Cs+], [Cs+], O=C(C=Cc1ccccc1)C=Cc1ccccc1, O=C(C=Cc1ccccc1)C=Cc1ccccc1, O=C(C=Cc1ccccc1)C=Cc1ccccc1, [Pd], [Pd], CC1(C)c2cccc(P(c3ccccc3)c3ccccc3)c2Oc2c(P(c3ccccc3)c3ccccc3)cccc21. The product is CCOC(=O)c1ccc(Nc2cc(NC(=O)c3c(Cl)cccc3Cl)ncn2)cc1. As a reaction SMILES: [C:73](=[O:74])([O-:75])[O-:76].[CH3:19][CH2:20][O:21][C:22](=[O:23])[c:24]1[cH:25][cH:26][c:27]([NH2:28])[cH:29][cH:30]1.[Cl:1][c:2]1[cH:3][c:4]([NH:8][C:9]([c:10]2[c:11]([Cl:17])[cH:12][cH:13][cH:14][c:15]2[Cl:16])=[O:18])[n:5][cH:6][n:7]1.[Cs+:77].[Cs+:78].[O:117]=[C:118]([CH:119]=[CH:120][c:121]1[cH:122][cH:123][cH:124][cH:125][cH:126]1)[CH:127]=[CH:128][c:129]1[cH:130][cH:131][cH:132][cH:133][cH:134]1.[O:81]=[C:82]([CH:83]=[CH:84][c:85]1[cH:86][cH:87][cH:88][cH:89][cH:90]1)[CH:91]=[CH:92][c:93]1[cH:94][cH:95][cH:96][cH:97][cH:98]1.[O:99]=[C:100]([CH:101]=[CH:102][c:103]1[cH:104][cH:105][cH:106][cH:107][cH:108]1)[CH:109]=[CH:110][c:111]1[cH:112][cH:113][cH:114][cH:115][cH:116]1.[Pd:79].[Pd:80].[c:31]1([P:32]([c:33]2[cH:34][cH:35][cH:36][cH:37][cH:38]2)[c:39]2[c:40]3[c:64]([cH:65][cH:66][cH:67]2)[C:61]([CH3:62])([CH3:63])[c:43]2[c:42]([c:47]([P:48]([c:49]4[cH:50][cH:51][cH:52][cH:53][cH:54]4)[c:55]4[cH:56][cH:57][cH:58][cH:59][cH:60]4)[cH:46][cH:45][cH:44]2)[O:41]3)[cH:68][cH:69][cH:70][cH:71][cH:72]1>>[c:2]1([NH:28][c:27]2[cH:26][cH:25][c:24]([C:22]([O:21][CH2:20][CH3:19])=[O:23])[cH:30][cH:29]2)[cH:3][c:4]([NH:8][C:9]([c:10]2[c:11]([Cl:17])[cH:12][cH:13][cH:14][c:15]2[Cl:16])=[O:18])[n:5][cH:6][n:7]1. Starting materials: C(C)OC(=O)C1=NC=CC(=N1)C1=CC=C(C=C1)OC1=CC=C(C=C1)F (4-[4-(4-Fluorophenoxy)phenyl]-pyrimidine-2-carboxylic acid ethyl ester), FC1=CC=C(OC2=CC=C(C=C2)C2=NC(=NC=C2)C(=O)O)C=C1 (4-[4-(4-fluorophenoxy)phenyl]-pyrimidine-2-carboxylic acid), ICC (iodoethane), C([O-])([O-])=O.[Cs+].[Cs+] (cesium carbonate). Run in CN(C)C=O (DMF). Product: FC1=CC=C(OC2=CC=C(C=C2)C2=NC(=NC=C2)C(C)=O)C=C1 (1-[4-[4-(4-Fluorophenoxy)phenyl]-pyrimidine-2-yl]-ethanone). Isolated yield 62.0%. Reaction SMILES: C([O:3][C:4]([C:6]1[N:11]=[C:10]([C:12]2[CH:17]=[CH:16][C:15]([O:18][C:19]3[CH:24]=[CH:23][C:22]([F:25])=[CH:21][CH:20]=3)=[CH:14][CH:13]=2)[CH:9]=[CH:8][N:7]=1)=O)C.F[C:27]1C=CC(OC2C=CC(C3C=CN=C(C(O)=O)N=3)=CC=2)=CC=1.ICC.C(=O)([O-])[O-].[Cs+].[Cs+]>CN(C=O)C>[F:25][C:22]1[CH:23]=[CH:24][C:19]([O:18][C:15]2[CH:16]=[CH:17][C:12]([C:10]3[CH:9]=[CH:8][N:7]=[C:6]([C:4](=[O:3])[CH3:27])[N:11]=3)=[CH:13][CH:14]=2)=[CH:20][CH:21]=1 |f:3.4.5|. Procedure: 4-[4-(4-Fluorophenoxy)phenyl]-pyrimidine-2-carboxylic acid ethyl ester: A mixture of 4-[4-(4-fluorophenoxy)phenyl]-pyrimidine-2-carboxylic acid (3.15 g, 10.2 mmol), iodoethane (2.0 mL, 25 mmol), and cesium carbonate (7.00 g, 21.5 mmol) in DMF (100 mL) was maintained at 70°-80° C. for 16 hours. The mixture was then partitioned between water and ethyl acetate. The aqueous layer was extracted twice with ethyl acetate. The combined organic layers were washed 3 times with water, dried over sodium sul... Run in O1CCCC1 (tetrahydrofuran). Reported procedure: In 35 ml of tetrahydrofuran (THF) was dissolved 1.28 g of 2-aminonicotinaldehyde, followed by addition of 2.50 g of diethyl benzylphosphonate and 2.08 g of potassium hydroxide, and the mixture was refluxed at 80° C. for 4.5 hours. This reaction mixture was filtered to remove insoluble matter and the filtrate was evaporated under reduced pressure. The residue was dissolved in 2N-hydrochloric acid and the solution was washed with ether, made basic bv adding 15% aqueous sodium hydroxide solution, a... The yield is 40.4%. The product is C1(=CC=CC=C1)/C=C/C=1C(=NC=CC1)N ((E)-3-(2-phenylethenyl)-2-aminopyridine). Reaction SMILES: [NH2:1][C:2]1[N:9]=[CH:8][CH:7]=[CH:6][C:3]=1[CH:4]=O.[CH2:10](P(=O)(OCC)OCC)[C:11]1[CH:16]=[CH:15][CH:14]=[CH:13][CH:12]=1.[OH-].[K+]>O1CCCC1>[C:11]1(/[CH:10]=[CH:4]/[C:3]2[C:2]([NH2:1])=[N:9][CH:8]=[CH:7][CH:6]=2)[CH:16]=[CH:15][CH:14]=[CH:13][CH:12]=1 |f:2.3|. Conditions: temperature 80 celsius. Reactants: NC1=C(C=O)C=CC=N1 (2-aminonicotinaldehyde), C(C1=CC=CC=C1)P(OCC)(OCC)=O (diethyl benzylphosphonate), [OH-].[K+] (potassium hydroxide). Reactants: C(C)(C)(C)OC(N[C@@H](CC(C)C)C(NOC)=O)=O ((S)-(1-Methoxycarbamoyl-3-methyl-butyl)-carbamic acid tert-butyl ester), [H-].[Al+3].[Li+].[H-].[H-].[H-] (lithium aluminum hydride). Run in CCOCC (ether). Reaction conditions: temperature -3 celsius, time 25 minute. Yields the product C(C)(C)(C)OC(N[C@@H](CC(C)C)C=O)=O ((S)-(1-Formyl-3-methyl-butyl)-carbamic acid tert-butyl ester). The yield is 92.9%. RXN SMILES: [C:1]([O:5][C:6](=[O:18])[NH:7][C@H:8]([C:13](=[O:17])NOC)[CH2:9][CH:10]([CH3:12])[CH3:11])([CH3:4])([CH3:3])[CH3:2].[H-].[Al+3].[Li+].[H-].[H-].[H-]>CCOCC>[C:1]([O:5][C:6](=[O:18])[NH:7][C@H:8]([CH:13]=[O:17])[CH2:9][CH:10]([CH3:11])[CH3:12])([CH3:2])([CH3:4])[CH3:3] |f:1.2.3.4.5.6|. Procedure: (S)-(1-Methoxycarbamoyl-3-methyl-butyl)-carbamic acid tert-butyl ester (2.2 g, 8.0 mmol) was dissolved in dry ether (80 mL) under nitrogen atmosphere and cooled to −3° C. in a ice-water-NaCl bath. Solid lithium aluminum hydride (0.31 mg, 8.2 mmol, Aldrich, Milwaukee, Wis.) was then added; the resulting reaction mixture was stirred at that temperature for 25 minutes at which time TLC showed no starting material left, then the reaction was quenched by addition of an aqueous NaHSO4 solution (1.9 g ... Starting materials: CC(C)(C)OC(=O)NC(Cc1nnc(-c2ccncc2)n1C1CC1)c1nc(-c2cccc(Cl)c2)no1, O=CO. The product is NC(Cc1nnc(-c2ccncc2)n1C1CC1)c1nc(-c2cccc(Cl)c2)no1. As a reaction SMILES: [C:1]([O:2][C:3](=[O:4])[NH:7][CH:8]([CH2:9][c:10]1[n:11][n:12][c:13](-[c:18]2[cH:19][cH:20][n:21][cH:22][cH:23]2)[n:14]1[CH:15]1[CH2:16][CH2:17]1)[c:24]1[n:25][c:26](-[c:29]2[cH:30][c:31]([Cl:35])[cH:32][cH:33][cH:34]2)[n:27][o:28]1)([CH3:5])([CH3:6])[CH3:36].[CH:37]([OH:38])=[O:39]>>[NH2:7][CH:8]([CH2:9][c:10]1[n:11][n:12][c:13](-[c:18]2[cH:19][cH:20][n:21][cH:22][cH:23]2)[n:14]1[CH:15]1[CH2:16][CH2:17]1)[c:24]1[n:25][c:26](-[c:29]2[cH:30][c:31]([Cl:35])[cH:32][cH:33][cH:34]2)[n:27][o:28]1. The reactants are BrC1=NC=C(C=C1)OCCC (2-Bromo-5-propoxy-pyridine), sodium tert.-butylate, CN1N=C(C=C1)N (1-methyl-1H-pyrazole-3-amine). Reagents/catalysts: Cl[Pd-]([C-]1C(=CC=C1)N(C)C)P(C1C2CCC(C1)C2)C2C1CCC(C2)C1.[CH-]1C=CC=C1.[Fe+2] (Chloro-(di-2-norbornylphosphino)(2-dimethylaminoferrocene-1-yl)palladium (II)). Run in O1CCOCC1 (dioxane), O1CCOCC1 (dioxane). Run at temperature 80 celsius. Product: CN1N=C(C=C1)NC1=NC=C(C=C1)OCCC ((1-Methyl-1H-pyrazole-3-yl)-(5-propoxy-pyridine-2-yl)-amine). Yield: 43.0%. RXN SMILES: Br[C:2]1[CH:7]=[CH:6][C:5]([O:8][CH2:9][CH2:10][CH3:11])=[CH:4][N:3]=1.[CH3:12][N:13]1[CH:17]=[CH:16][C:15]([NH2:18])=[N:14]1>O1CCOCC1.Cl[Pd-](P(C1CC2CC1CC2)C1CC2CC1CC2)[C-]1C=CC=C1N(C)C.[CH-]1C=CC=C1.[Fe+2]>[CH3:12][N:13]1[CH:17]=[CH:16][C:15]([NH:18][C:2]2[CH:7]=[CH:6][C:5]([O:8][CH2:9][CH2:10][CH3:11])=[CH:4][N:3]=2)=[N:14]1 |f:3.4.5|. Procedure: 2-Bromo-5-propoxy-pyridine (0.96 mmol), sodium-tert.-butylate (1.4 eq.), and 1-methyl-1H-pyrazole-3-amine (1.3 eq.) are dissolved in degassed dioxane (2 ml) and heated to 80° C. Chloro-(di-2-norbornylphosphino)(2-dimethylaminoferrocene-1-yl)palladium (II) (5.9 mg) in degassed dioxane (1 ml) is added and the reaction mixture is heated for 60 min to 150° C. in the microwave. The reaction is quenched with ethylacetate/methanol (30 ml, 9:1) and filtrated over celite. The solvent of the filtrate is r...